describe an organic reaction: reactants, conditions, products, and yield From a dataset of the Open Reaction Database (ORD), a public repository of structured organic reaction records. Starting materials: C1=NC=CC2=C(C=CC=C12)OS(=O)(=O)C(F)(F)F (Trifluoromethanesulfonic acid isoquinolin-5-yl ester), C(=O)(OC(C)(C)C)N1CCNCC1 (1-BOC-piperazine). Yields the product C(C)(C)(C)OC(=O)N1CCN(CC1)C1=C2C=CN=CC2=CC=C1 (4-Isoquinolin-5-yl-piperazine-1-carboxylic acid tert-butyl ester). As a reaction SMILES: [CH:1]1[C:10]2[C:5](=[C:6](OS(C(F)(F)F)(=O)=O)[CH:7]=[CH:8][CH:9]=2)[CH:4]=[CH:3][N:2]=1.[C:19]([N:26]1[CH2:31][CH2:30][NH:29][CH2:28][CH2:27]1)([O:21][C:22]([CH3:25])([CH3:24])[CH3:23])=[O:20]>>[C:22]([O:21][C:19]([N:26]1[CH2:31][CH2:30][N:29]([C:6]2[CH:7]=[CH:8][CH:9]=[C:10]3[C:5]=2[CH:4]=[CH:3][N:2]=[CH:1]3)[CH2:28][CH2:27]1)=[O:20])([CH3:25])([CH3:23])[CH3:24]. Reported procedure: The product from step (a) above (209 mg, 0.75 mmol) and 1-BOC-piperazine (210 mg, 1.1 mmol, Aldrich) was reacted under the conditions of Example 132b to give the title compound as yellow amorphous solid, which was used for the next step. MS (ESI, pos. ion) m/z: 314 (M+1) The reactants are CO, O=C(CCC1CCCC1)Nc1cc2c(cc1[N+](=O)[O-])C(Nc1ccc(C(F)(F)F)cc1)CC2. The product is Nc1cc2c(cc1NC(=O)CCC1CCCC1)CCC2Nc1ccc(C(F)(F)F)cc1. Reaction SMILES: [CH3:34][OH:35].[N+:1]([O-:2])(=[O:3])[c:4]1[c:5]([NH:24][C:25]([CH2:26][CH2:27][CH:28]2[CH2:29][CH2:30][CH2:31][CH2:32]2)=[O:33])[cH:6][c:7]2[c:11]([cH:12]1)[CH:10]([NH:13][c:14]1[cH:15][cH:16][c:17]([C:20]([F:21])([F:22])[F:23])[cH:18][cH:19]1)[CH2:9][CH2:8]2>>[NH2:1][c:4]1[c:5]([NH:24][C:25]([CH2:26][CH2:27][CH:28]2[CH2:29][CH2:30][CH2:31][CH2:32]2)=[O:33])[cH:6][c:7]2[c:11]([cH:12]1)[CH:10]([NH:13][c:14]1[cH:15][cH:16][c:17]([C:20]([F:21])([F:22])[F:23])[cH:18][cH:19]1)[CH2:9][CH2:8]2. Run in C1CCOC1 (THF). The product is COC(CCCOC1=C(C=C(C(=C1)[N+](=O)[O-])CO)OC)=O (4-(4-hydroxymethyl-2-methoxy-5-nitrophenoxy)butyric acid methyl ester). Yield: 64.2%. As a reaction SMILES: [BH4-].[Na+].[CH3:3][O:4][C:5](=[O:23])[CH2:6][CH2:7][CH2:8][O:9][C:10]1[CH:15]=[C:14]([N+:16]([O-:18])=[O:17])[C:13]([CH:19]=[O:20])=[CH:12][C:11]=1[O:21][CH3:22].CCOC(C)=O>C1COCC1>[CH3:3][O:4][C:5](=[O:23])[CH2:6][CH2:7][CH2:8][O:9][C:10]1[CH:15]=[C:14]([N+:16]([O-:18])=[O:17])[C:13]([CH2:19][OH:20])=[CH:12][C:11]=1[O:21][CH3:22] |f:0.1|. Reported procedure: Sodium borohydride (2.69 g, 71.3 nmol) was added to a stirred solution of the ester (49)(10.0 g, 33.6 mmol) in THF (50 mL) under an N2 atmosphere at room temperature. Effervescence was observed upon addition of the reducing agent. TLC (EtOAc) after 16 hours revealed the complete loss of starting material. The solution was concentrated and redissolved in EtOAc (100 mL). The organic layer was washed with sat. NH4Cl (5×100 mL) and concentrated in vacuo. Purification by flash chromatography (1% MeOH... Starting materials: [BH4-].[Na+] (Sodium borohydride), COC(CCCOC1=C(C=C(C(=C1)[N+](=O)[O-])C=O)OC)=O (4-(4-formyl-2-methoxy-5-nitro-phenoxy)-butyric acid methyl ester), CCOC(=O)C (EtOAc). Starting materials: ClC1CC(=O)NCCC1 (3-chlorocaprolactam), ClC1CC(=O)NCC1 (3-chlorovalerolactam), C(C1=CC=CC=C1)(=O)N1C(CC(CCC1)Cl)=O (N-Benzoyl-3-chlorocaprolactam), C1(CCCCN1)=O (valerolactam). Product: ClC1CC(=O)NCC1 (3-Chlorovalerolactam), C(C1=CC=CC=C1)(=O)N1C(CC(CC1)Cl)=O (N-Benzoyl-3-chlorovalerolactam). RXN SMILES: [Cl:1][CH:2]1[CH2:9][CH2:8]C[NH:6][C:4](=[O:5])[CH2:3]1.C1(=O)NCCCC1.[C:17]([N:25]1[CH2:31][CH2:30]C[CH:28]([Cl:32])[CH2:27][C:26]1=[O:33])(=[O:24])[C:18]1[CH:23]=[CH:22][CH:21]=[CH:20][CH:19]=1.ClC1CCNC(=O)C1>>[Cl:1][CH:2]1[CH2:9][CH2:8][NH:6][C:4](=[O:5])[CH2:3]1.[C:17]([N:25]1[CH2:31][CH2:30][CH:28]([Cl:32])[CH2:27][C:26]1=[O:33])(=[O:24])[C:18]1[CH:19]=[CH:20][CH:21]=[CH:22][CH:23]=1. Reported procedure: 3-Chlorovalerolactam is synthesized as for 3-chlorocaprolactam (prepared from caprolactam according to J. Am. Chem. Soc. 1958, 80, 6238) using valerolactam in place of caprolactam. Thereafter, the title compound is synthesized as for N-benzoyl-3-chlorocaprolactam (Example VI) using 3-chlorovalerolactam in place of 3-chlorocaprolactam.